This data is from the Open Reaction Database (ORD), a public repository of structured organic reaction records. The task is: describe an organic reaction: reactants, conditions, products, and yield The reactants are [C@@H]1([C@@H](O)[C@H](O)[C@H](O1)CO)N1C2=NC(=NC(=C2N=C1)N)C#CCC (9-(β-D-arabinofuranosyl)-2-(1-butyne-1-yl)adenine), [C@@H]1([C@@H](O)[C@H](O)[C@H](O1)CO)N1C2=NC(=NC(=C2N=C1)N)C#CCC (9-(β-D-arabinofuranosyl)-2-(1-butyne-1-yl)adenine). Reagents/catalysts: [C].[Pd] (palladium carbon). The solvent is CO (methanol). Reaction conditions: time 16 hour. The product is [C@@H]1([C@@H](O)[C@H](O)[C@H](O1)CO)N1C2=NC(=NC(=C2N=C1)N)CCCC (9-(β-D-arabinofuranosyl)-2-butyladenine). RXN SMILES: [C@@H:1]1([N:10]2[CH:18]=[N:17][C:16]3[C:11]2=[N:12][C:13]([C:20]#[C:21][CH2:22][CH3:23])=[N:14][C:15]=3[NH2:19])[O:7][C@H:6]([CH2:8][OH:9])[C@@H:4]([OH:5])[C@@H:2]1[OH:3]>CO.[C].[Pd]>[C@@H:1]1([N:10]2[CH:18]=[N:17][C:16]3[C:11]2=[N:12][C:13]([CH2:20][CH2:21][CH2:22][CH3:23])=[N:14][C:15]=3[NH2:19])[O:7][C@H:6]([CH2:8][OH:9])[C@@H:4]([OH:5])[C@@H:2]1[OH:3] |f:2.3|. Procedure: 9-(β-D-arabinofuranosyl)-2-(1-butyne-1-yl)adenine [compound 3] in an amount of 2 g was dissolved in 30 mL of 50% methanol, 10 mg of 10% palladium carbon were added thereto and the mixture was stirred at room temperature for 16 hours. The catalyst was filtered off, the filtrate was concentrated and the crystals separated out therefrom were collected. They were recrystallized from distilled water to give a compound 7 (1.95 g) as colorless needles: ps 9-(β-D-arabinofuranosyl)-2-butyladenine [compou... The reactants are O=C(O)c1cccc(I)c1I, C1CCOC1. The product is OCc1cccc(I)c1I. As a reaction SMILES: [I:1][c:2]1[c:3]([C:4](=[O:5])[OH:6])[cH:7][cH:8][cH:9][c:10]1[I:11].[O:12]1[CH2:13][CH2:14][CH2:15][CH2:16]1>>[I:1][c:2]1[c:3]([CH2:4][OH:5])[cH:7][cH:8][cH:9][c:10]1[I:11]. Starting materials: CC#N, COc1ccc(CCCOS(C)(=O)=O)cc1, [I-], [Na+], [Na+], [Na+], O=C([O-])[O-], OCC1CCCCN1. The product is COc1ccc(CCCN2CCCCC2CO)cc1. Reaction SMILES: [CH3:33][C:34]#[N:35].[CH3:9][S:10]([O:11][CH2:14][CH2:15][CH2:16][c:17]1[cH:18][cH:19][c:20]([O:23][CH3:24])[cH:21][cH:22]1)(=[O:12])=[O:13].[I-:32].[Na+:25].[Na+:26].[Na+:31].[O-:27][C:28](=[O:29])[O-:30].[OH:1][CH2:2][CH:3]1[NH:4][CH2:5][CH2:6][CH2:7][CH2:8]1>>[OH:1][CH2:2][CH:3]1[N:4]([CH2:14][CH2:15][CH2:16][c:17]2[cH:18][cH:19][c:20]([O:23][CH3:24])[cH:21][cH:22]2)[CH2:5][CH2:6][CH2:7][CH2:8]1.